The task is: describe an organic reaction: reactants, conditions, products, and yield. This data is from the Open Reaction Database (ORD), a public repository of structured organic reaction records. Reactants: C[Sn](C)(C)C, CN(C)P(=O)(N(C)C)N(C)C, [Cl-], O=C(O)c1cccnc1Cl, [F-], [K+], O. Yields the product CC(=O)c1cccnc1Cl. As a reaction SMILES: [CH3:12][Sn:13]([CH3:14])([CH3:15])[CH3:16].[CH3:20][N:21]([P:22]([N:23]([CH3:24])[CH3:25])([N:26]([CH3:27])[CH3:28])=[O:29])[CH3:30].[Cl-:1].[Cl:2][c:3]1[c:4]([C:5](=[O:6])[OH:7])[cH:8][cH:9][cH:10][n:11]1.[F-:17].[K+:18].[OH2:19]>>[Cl:2][c:3]1[c:4]([C:5](=[O:7])[CH3:12])[cH:8][cH:9][cH:10][n:11]1. The reactants are C(=O)[O-].[NH4+] (ammonium formate), NC=1C=CC(=C(C1)C1=NC(=C(C(N1)=O)CC)CC)OCCC (2-(5-Amino-2-n-propoxyphenyl)-5,6-diethylpyrimid-4(3H)-one), C(C)#N (acetonitrile), petroleumether-ethyl acetate. Reagents/catalysts: [Pd] (Pd/C). Reaction conditions: time 20 hour. Yields the product C(C)C=1C(NC(=NC1CC)C1=C(C=CC(=C1)NCC)OCCC)=O (5,6-Diethyl-2-(5-(ethylamino)-2-n-propoxyphenyl)pyrimid-4(3H)-one). Yield: 79.0%. Reaction SMILES: [NH2:1][C:2]1[CH:3]=[CH:4][C:5]([O:19][CH2:20][CH2:21][CH3:22])=[C:6]([C:8]2[NH:13][C:12](=[O:14])[C:11]([CH2:15][CH3:16])=[C:10]([CH2:17][CH3:18])[N:9]=2)[CH:7]=1.C([O-])=O.[NH4+].[C:27](#N)[CH3:28]>[Pd]>[CH2:15]([C:11]1[C:12](=[O:14])[NH:13][C:8]([C:6]2[CH:7]=[C:2]([NH:1][CH2:27][CH3:28])[CH:3]=[CH:4][C:5]=2[O:19][CH2:20][CH2:21][CH3:22])=[N:9][C:10]=1[CH2:17][CH3:18])[CH3:16] |f:1.2|. Procedure details: The compound (2.2 g, 7.3 mmol) of example 42 was dissolved in 50 ml of 80% acetonitrile aqueous solution, and added with 0.14 g of 5% Pd/C and 5 g of ammonium formate, followed by stirring at room temperature for 20 h under nitrogen atmosphere. The reaction mixture was filtered off Pd/C and distilled off the solvent. The residue was dissolved in CH2Cl2 (50 ml), washed with water (50 ml) and saturated saline (50 ml), dried with anhydrous Na2SO4, and concentrated to dryness to give a white solid c...